Dataset: the Open Reaction Database (ORD), a public repository of structured organic reaction records. Task: describe an organic reaction: reactants, conditions, products, and yield Reactants: Cl.ClC=1C=C2C=CC(=CC2=CC1)S(=O)(=O)N1CCNCC1 (1-(6-chloronaphthalene-2-sulfonyl)piperazine hydrochloride), N1=CC=C(C=C1)C1=CC=C(C(=O)O)C=C1 (4-(4-pyridyl)benzoic acid), C=1C=CC2=C(C1)N=NN2O (HOBt), CCN=C=NCCCN(C)C.Cl (WSC hydrochloride). Solvent: CN(C)C=O (DMF), C(C)N(CC)CC (triethylamine). Conditions: time 4 hour. Yields the product ClC=1C=C2C=CC(=CC2=CC1)S(=O)(=O)N1CCN(CC1)C(C1=CC=C(C=C1)C1=CC=NC=C1)=O (1-(6-Chloronaphthalene-2-sulfonyl)-4-[4-(4-pyridyl)benzoyl]piperazine). The yield is 95.7%. As a reaction SMILES: Cl.[Cl:2][C:3]1[CH:4]=[C:5]2[C:10](=[CH:11][CH:12]=1)[CH:9]=[C:8]([S:13]([N:16]1[CH2:21][CH2:20][NH:19][CH2:18][CH2:17]1)(=[O:15])=[O:14])[CH:7]=[CH:6]2.[N:22]1[CH:27]=[CH:26][C:25]([C:28]2[CH:36]=[CH:35][C:31]([C:32](O)=[O:33])=[CH:30][CH:29]=2)=[CH:24][CH:23]=1.C1C=CC2N(O)N=NC=2C=1.CCN=C=NCCCN(C)C.Cl>CN(C=O)C.C(N(CC)CC)C>[Cl:2][C:3]1[CH:4]=[C:5]2[C:10](=[CH:11][CH:12]=1)[CH:9]=[C:8]([S:13]([N:16]1[CH2:17][CH2:18][N:19]([C:32](=[O:33])[C:31]3[CH:30]=[CH:29][C:28]([C:25]4[CH:24]=[CH:23][N:22]=[CH:27][CH:26]=4)=[CH:36][CH:35]=3)[CH2:20][CH2:21]1)(=[O:14])=[O:15])[CH:7]=[CH:6]2 |f:0.1,4.5|. Procedure: To a solution of 1-(6-chloronaphthalene-2-sulfonyl)piperazine hydrochloride (90 mg), 4-(4-pyridyl)benzoic acid (52 mg), triethylamine (35 mg) and HOBt (39 mg) in DMF (10 ml) was added WSC hydrochloride (55 mg) under ice-cooling and the solution was stirred at room temperature 4 hours and concentrated. To the residue was added ethyl acetate and sodium bicarbonate solution. The organic layer was separated, washed with water, and extracted with 1 N hydrochloric acid. The extract was made alkaline w... As a reaction SMILES: Cl[CH2:2][C:3]1[C:4]([S:9][CH2:10][CH2:11][CH3:12])=[N:5][CH:6]=[CH:7][CH:8]=1.C([O:15][C:16](=[O:29])[CH:17]([CH3:28])[CH2:18][C:19]1[CH:24]=[C:23]([F:25])[C:22]([OH:26])=[C:21]([F:27])[CH:20]=1)C>>[F:25][C:23]1[CH:24]=[C:19]([CH2:18][CH:17]([CH3:28])[C:16]([OH:29])=[O:15])[CH:20]=[C:21]([F:27])[C:22]=1[O:26][CH2:2][C:3]1[C:4]([S:9][CH2:10][CH2:11][CH3:12])=[N:5][CH:6]=[CH:7][CH:8]=1. Starting materials: ClCC=1C(=NC=CC1)SCCC (3-Chloromethyl-2-propylsulfanyl-pyridine), C(C)OC(C(CC1=CC(=C(C(=C1)F)O)F)C)=O (3-(3,5-difluoro-4-hydroxy-phenyl)-2-methyl-propionic acid ethyl ester). Product: FC=1C=C(C=C(C1OCC=1C(=NC=CC1)SCCC)F)CC(C(=O)O)C (3-[3,5-difluoro-4-(2-propylsulfanyl-pyridin-3-ylmethoxy)-phenyl]-2-methyl-propionic acid). Reported procedure: 3-Chloromethyl-2-propylsulfanyl-pyridine (0.031 g, 0.15 mmol) obtained in Step C of Preparation Example 14 and 3-(3,5-difluoro-4-hydroxy-phenyl)-2-methyl-propionic acid ethyl ester (35 mg, 0.15 mmol) obtained in Step B of Preparation Example 34 were used to react sequentially in the same manner as in Steps A and B of Example 1 to obtain the title compound (0.04 g, 68%). The yield is 69.9%. Starting materials: C(C)(=O)C1=NC=C(C=C1)Cl (2-acetyl-5-chloropyridine), BrBr (bromine). The product is Br.BrCC(=O)C1=NC=C(C=C1)Cl (2-Bromoacetyl-5-chloropyridine hydrobromide). As a reaction SMILES: [C:1]([C:4]1[CH:9]=[CH:8][C:7]([Cl:10])=[CH:6][N:5]=1)(=[O:3])[CH3:2].[Br:11]Br>Br>[BrH:11].[Br:11][CH2:2][C:1]([C:4]1[CH:9]=[CH:8][C:7]([Cl:10])=[CH:6][N:5]=1)=[O:3] |f:3.4|. Procedure: To a solution of 10 g of 2-acetyl-5-chloropyridine in 150 ml of 48% aqueous hydrobromic acid are added 4 ml of bromine dissolved in 40 ml of hydrobromic acid, with stirring, drop by drop, at 80°. The mixture is stirred for additionally 3 hours at 80°. Afterwards the solution is evaporated in vacuo. The residue is triturated with acetone, filtered by suction, washed with acetone and dried in vacuo to yield yellow crystals of the compound, which is used for the next step without purification. Solvent: Br (hydrobromic acid), Br (hydrobromic acid). Starting materials: CC1=CC(=CC(=C1O)C)C(=O)C (3,5-dimethyl-4-hydroxy acetophenone), C(C=C)C1=C(C=CC(=C1)C(C)N)C1=C(C=CC(=C1)F)OC (1-(2-allyl-5′-fluoro-2′-methoxy-biphenyl-4-yl)-ethylamine), FC=1C=CC(=C(C1)C1=C(C=C(C=C1C)C(C)N)C)OC (1-(5′-fluoro-2′-methoxy-2,6-dimethyl-biphenyl-4-yl)-ethylamine), C(C=C)C1=C(C=CC(=C1)C(C)NS(=O)(=O)C1=CC(=C(C=C1)F)F)C1=C(C=CC(=C1)F)OC (N-[1-(2-allyl-5′-fluoro-2′-methoxy-biphenyl-4-yl)-ethyl]-3,4-difluoro-benzenesulfonamide), CC1=NOC(=C1S(=O)(=O)Cl)C (3,5-dimethyl-isoxazole-4-sulfonyl chloride). Yields the product FC=1C=CC(=C(C1)C1=C(C=C(C=C1C)C(C)N)C)OC (1-(5′-Fluoro-2′-methoxy-2,6-dimethyl-biphenyl-4-yl)-ethylamine), FC=1C=CC(=C(C1)C1=C(C=C(C=C1C)C(C)NS(=O)(=O)C=1C(=NOC1C)C)C)OC (3,5-Dimethyl-isoxazole-4-sulfonic acid [1-(5′-fluoro-2′-methoxy-2,6-dimethyl-biphenyl-4-yl)-ethyl]-amide). Reaction SMILES: C(C1C=C(C(N)C)C=CC=1C1C=C(F)C=CC=1OC)C=C.CC1C(O)=C(C)C=C(C(C)=O)C=1.C(C1C=C(C(NS(C2C=CC(F)=C(F)C=2)(=O)=O)C)C=CC=1C1C=C(F)C=CC=1OC)C=C.[F:66][C:67]1[CH:68]=[CH:69][C:70]([O:84][CH3:85])=[C:71]([C:73]2[C:78]([CH3:79])=[CH:77][C:76]([CH:80]([NH2:82])[CH3:81])=[CH:75][C:74]=2[CH3:83])[CH:72]=1.[CH3:86][C:87]1[C:91]([S:92](Cl)(=[O:94])=[O:93])=[C:90]([CH3:96])[O:89][N:88]=1>>[F:66][C:67]1[CH:68]=[CH:69][C:70]([O:84][CH3:85])=[C:71]([C:73]2[C:78]([CH3:79])=[CH:77][C:76]([CH:80]([NH2:82])[CH3:81])=[CH:75][C:74]=2[CH3:83])[CH:72]=1.[F:66][C:67]1[CH:68]=[CH:69][C:70]([O:84][CH3:85])=[C:71]([C:73]2[C:78]([CH3:79])=[CH:77][C:76]([CH:80]([NH:82][S:92]([C:91]3[C:87]([CH3:86])=[N:88][O:89][C:90]=3[CH3:96])(=[O:94])=[O:93])[CH3:81])=[CH:75][C:74]=2[CH3:83])[CH:72]=1. Procedure details: 1-(5′-Fluoro-2′-methoxy-2,6-dimethyl-biphenyl-4-yl)-ethylamine was prepared in a similar manner to 1-(2-allyl-5′-fluoro-2′-methoxy-biphenyl-4-yl)-ethylamine (Example 34) using 3,5-dimethyl-4-hydroxy acetophenone instead of 3′-allyl-4′-hydroxyacetophenone. The title compound was prepared in a similar manner to N-[1-(2-allyl-5′-fluoro-2′-methoxy-biphenyl-4-yl)-ethyl]-3,4-difluoro-benzenesulfonamide (Example 34) using 1-(5′-fluoro-2′-methoxy-2,6-dimethyl-biphenyl-4-yl)-ethylamine and 3,5-dimethyl-i... Reactants: COC(=O)c1ccc(Oc2ncc([N+](=O)[O-])cc2C)cc1, CC(=O)O, CO, [Zn]. Product: COC(=O)c1ccc(Oc2ncc(N)cc2C)cc1. Reaction SMILES: [CH3:1][O:2][C:3]([c:4]1[cH:5][cH:6][c:7]([O:10][c:11]2[n:12][cH:13][c:14]([N+:18]([O-:19])=[O:20])[cH:15][c:16]2[CH3:17])[cH:8][cH:9]1)=[O:21].[CH3:22][C:23](=[O:24])[OH:25].[CH3:26][OH:27].[Zn:28]>>[CH3:1][O:2][C:3]([c:4]1[cH:5][cH:6][c:7]([O:10][c:11]2[n:12][cH:13][c:14]([NH2:18])[cH:15][c:16]2[CH3:17])[cH:8][cH:9]1)=[O:21].